From a dataset of the Open Reaction Database (ORD), a public repository of structured organic reaction records. describe an organic reaction: reactants, conditions, products, and yield Reactants: C(C)OC(C1=CN=C(C(=C1)Cl)Cl)=O (5,6-Dichloronicotinic acid ethyl ester), CC(C)(C)[O-].[K+] (KOtBu), C(C)(C)O (isopropanol), CC(C)(C)[O-].[K+] (KOtBu). Solvent: C(=O)(O)[O-].[Na+] (NaHCO3). Conditions: time 24 hour. Product: C(C)(C)OC(C1=CN=C(C(=C1)Cl)OC(C)C)=O (5-chloro-6-isopropoxy-nicotinic acid isopropyl ester). RXN SMILES: [CH2:1]([O:3][C:4](=[O:13])[C:5]1[CH:10]=[C:9]([Cl:11])[C:8](Cl)=[N:7][CH:6]=1)[CH3:2].[CH3:14][C:15]([O-:18])(C)[CH3:16].[K+].[CH:20](O)(C)C>C([O-])(O)=O.[Na+]>[CH:1]([O:3][C:4](=[O:13])[C:5]1[CH:10]=[C:9]([Cl:11])[C:8]([O:18][CH:15]([CH3:16])[CH3:14])=[N:7][CH:6]=1)([CH3:20])[CH3:2] |f:1.2,4.5|. Procedure: 5,6-Dichloronicotinic acid ethyl ester (5.33 g, 24.2 mmol) is added to a solution of KOtBu (2.72 g, 24.2 mmol) in isopropanol (50 mL). The mixture is heated at 80° C. for 15 h before another portion of KOtBu (272 mg, 2.42 mmol) is added. Stirring is continued at 80° C. for 24 h. The mixture is diluted with sat. aq. NaHCO3 solution, extracted with diethyl ether, and the combined org. extracts are dried (Na2SO4), filtered and concentrated. The crude product is purified by CC on silica gel eluting ... The reactants are C(CCCCCCCCCCCCCCC)(=O)NC1=NC(N([C@H]2CC[C@@H](CO)O2)C=C1)=O (N4 -palmitoyl-2',3'-dideoxycytidine), P(=O)(Cl)(Cl)Cl (phosphorylchloride), COP(=O)(OC)OC (trimethylphosphate), [OH-].[Na+] (NaOH). Reaction conditions: temperature 0 celsius. Yields the product P(=O)(O)(O)OC[C@@H]1CC[C@@H](O1)N1C(=O)N=C(NC(CCCCCCCCCCCCCCC)=O)C=C1 (N4 -palmitoyl-2',3'-dideoxycytidine-5'-phosphate). As a reaction SMILES: [C:1]([NH:18][C:19]1[CH:31]=[CH:30][N:22]([C@@H:23]2[O:29][C@H:26]([CH2:27][OH:28])[CH2:25][CH2:24]2)[C:21](=[O:32])[N:20]=1)(=[O:17])[CH2:2][CH2:3][CH2:4][CH2:5][CH2:6][CH2:7][CH2:8][CH2:9][CH2:10][CH2:11][CH2:12][CH2:13][CH2:14][CH2:15][CH3:16].P(Cl)(Cl)(Cl)=O.[OH-].[Na+].C[O:41][P:42](OC)([O:44]C)=[O:43]>>[P:42]([O:28][CH2:27][C@H:26]1[O:29][C@@H:23]([N:22]2[CH:30]=[CH:31][C:19]([NH:18][C:1](=[O:17])[CH2:2][CH2:3][CH2:4][CH2:5][CH2:6][CH2:7][CH2:8][CH2:9][CH2:10][CH2:11][CH2:12][CH2:13][CH2:14][CH2:15][CH3:16])=[N:20][C:21]2=[O:32])[CH2:24][CH2:25]1)([OH:44])([OH:43])=[O:41] |f:2.3|. Reported procedure: 2.7 g (6 mmol) N4 -palmitoyl-2',3'-dideoxycytidine is added gradually to a mixture of 1.09 ml (12 mmol) phosphorylchloride and 20 ml trimethylphosphate that is stirred at 0° C. The batch is stirred for a further 2 hours when cold and then slowly neutralized with 0.5N NaOH during cooling. The precipitate that is formed is centrifuged off, absorbed in chloroform/methanol; 7/3; V/V, filtered over sodium sulphate and freed of solvent in a vacuum. The residue so obtained is crystallized several times... Starting materials: CCOC(=O)N=NC(=O)OCC, C1CCOC1, O, CCCc1c(Cc2ccc(-c3ccccc3C#N)cc2)c(=O)n(C2CCC(OCC(O)CCCO)CC2)c2ncnn12, c1ccc(P(c2ccccc2)c2ccccc2)cc1. Product: CCCc1c(Cc2ccc(-c3ccccc3C#N)cc2)c(=O)n(C2CCC(OCC3CCCO3)CC2)c2ncnn12. Reaction SMILES: [O:62]=[C:63]([O:64][CH2:65][CH3:66])[N:67]=[N:68][C:69]([O:70][CH2:71][CH3:72])=[O:73].[O:75]1[CH2:76][CH2:77][CH2:78][CH2:79]1.[OH2:74].[OH:1][CH:2]([CH2:3][O:4][CH:5]1[CH2:6][CH2:7][CH:8]([n:11]2[c:12]3[n:13]([c:14]([CH2:33][CH2:34][CH3:35])[c:15]([CH2:18][c:19]4[cH:20][cH:21][c:22](-[c:25]5[c:26]([C:31]#[N:32])[cH:27][cH:28][cH:29][cH:30]5)[cH:23][cH:24]4)[c:16]2=[O:17])[n:36][cH:37][n:38]3)[CH2:9][CH2:10]1)[CH2:39][CH2:40][CH2:41][OH:42].[c:43]1([P:44]([c:45]2[cH:46][cH:47][cH:48][cH:49][cH:50]2)[c:51]2[cH:52][cH:53][cH:54][cH:55][cH:56]2)[cH:57][cH:58][cH:59][cH:60][cH:61]1>>[O:1]1[CH:2]([CH2:3][O:4][CH:5]2[CH2:6][CH2:7][CH:8]([n:11]3[c:12]4[n:13]([c:14]([CH2:33][CH2:34][CH3:35])[c:15]([CH2:18][c:19]5[cH:20][cH:21][c:22](-[c:25]6[c:26]([C:31]#[N:32])[cH:27][cH:28][cH:29][cH:30]6)[cH:23][cH:24]5)[c:16]3=[O:17])[n:36][cH:37][n:38]4)[CH2:9][CH2:10]2)[CH2:39][CH2:40][CH2:41]1. The reactants are C(C)(C)(C)OC(=O)N1CCN(CC1)C(C(=CC1=CC(=CC(=C1)Cl)Cl)C(C)=O)=O (4-[2-acetyl-3-(3,5-dichlorophenyl)-2-propenoyl] piperazine-1-carboxylic acid t-butyl ester), C(#N)CCOC(\C=C(\C)/N)=O (3-aminocrotonate 2-cyanoethyl ester). The solvent is CC(C)O (2-propanol). Conditions: temperature 120 celsius, time 2 hour. Yields the product C(C)(C)(C)OC(=O)N1CCN(CC1)C(=O)C1=C(NC(=C(C1C1=CC(=CC(=C1)Cl)Cl)C(=O)OCCC#N)C)C (4-[5-(2-cyanoethoxycarbonyl)-4-(3,5-dichlorophenyl)-2,6-dimethyl-1,4-dihydropyridine-3-carbonyl] piperazine-1-carboxylic acid-t-butyl ester). As a reaction SMILES: [C:1]([O:5][C:6]([N:8]1[CH2:13][CH2:12][N:11]([C:14](=[O:28])[C:15]([C:25](=O)[CH3:26])=[CH:16][C:17]2[CH:22]=[C:21]([Cl:23])[CH:20]=[C:19]([Cl:24])[CH:18]=2)[CH2:10][CH2:9]1)=[O:7])([CH3:4])([CH3:3])[CH3:2].[C:29]([CH2:31][CH2:32][O:33][C:34](=[O:39])/[CH:35]=[C:36](\[NH2:38])/[CH3:37])#[N:30]>CC(O)C>[C:1]([O:5][C:6]([N:8]1[CH2:13][CH2:12][N:11]([C:14]([C:15]2[CH:16]([C:17]3[CH:18]=[C:19]([Cl:24])[CH:20]=[C:21]([Cl:23])[CH:22]=3)[C:35]([C:34]([O:33][CH2:32][CH2:31][C:29]#[N:30])=[O:39])=[C:36]([CH3:37])[NH:38][C:25]=2[CH3:26])=[O:28])[CH2:10][CH2:9]1)=[O:7])([CH3:4])([CH3:2])[CH3:3]. Procedure details: 1.66 g (3.88 mmol) of 4-[2-acetyl-3-(3,5-dichlorophenyl)-2-propenoyl] piperazine-1-carboxylic acid t-butyl ester and 598 mg (3.88 mmol) of 3-aminocrotonate 2-cyanoethyl ester were stirred in 30 ml of 2-propanol at 80° C. overnight and then stirred at 120° C. for 2 hours. After concentration under reduced pressure, ethyl acetate was added and the residue was washed with saturated aqueous sodium chloride solution. The organic layer was dried over anhydrous magnesium sulfate and then concentrated u... The reactants are C(C)(C)(C)[Si](C)(C)Cl (t-Butylchlorodimethylsilane), ClCCCCO (4-chlorobutanol), N1=CC=CC=C1 (pyridine). The reagents and catalysts are [N+](=O)([O-])[O-].[Ag+] (silver nitrate). Run in C1CCOC1 (THF). Run at time 4 hour. The product is [Si](C)(C)(C(C)(C)C)OCCCCCl (4-chlorobutyl t-butyldimethylsilyl ether). As a reaction SMILES: [C:1]([Si:5](Cl)([CH3:7])[CH3:6])([CH3:4])([CH3:3])[CH3:2].[Cl:9][CH2:10][CH2:11][CH2:12][CH2:13][OH:14].N1C=CC=CC=1>C1COCC1.[N+]([O-])([O-])=O.[Ag+]>[Si:5]([O:14][CH2:13][CH2:12][CH2:11][CH2:10][Cl:9])([C:1]([CH3:4])([CH3:3])[CH3:2])([CH3:7])[CH3:6] |f:4.5|. Procedure: t-Butylchlorodimethylsilane (8.3 g, 55 mmol) was added to a stirred mixture of 4-chlorobutanol (5.0 mL, 50 mmol), silver nitrate (12.8 g, 75.1 mmol), and pyridine (4.0 mL, 50 mmol) in 40 mL of dry THF. After 4 hr, the reaction mixture was filtered through Celite and evaporated to give a yellow oil. The material was purified by distillation to provide 4-chlorobutyl t-butyldimethylsilyl ether as a colorless oil (11 g, quantitative). To a solution of triphenylmethane (5.10 g, 20.8 mmol) in 25 mL of... Starting materials: Cl.NO (hydroxylamine hydrochloride), C(OC)(OC)OC (trimethyl orthoformate), p-aminobenzaldehyde ethylene glycol acetal, [N-]=C=O.C(C)OC(CN)=O (glycine ethyl ester isocyanate), N1=CC=CC=C1 (pyridine), C1CCOC1 (THF), C1CCOC1 (THF). Solvent: CO (CH3OH). Run at time 2 hour. The product is ON=CC1=CC=C(C=C1)NC(=O)NCC(=O)OCC (4-(hydroxyiminomethyl)phenyl-N'-ethoxycarbonylmethylurea). Reaction SMILES: [N-:1]=[C:2]=[O:3].[CH2:4]([O:6][C:7](=[O:10])[CH2:8][NH2:9])[CH3:5].[N:11]1[CH:16]=[CH:15][CH:14]=[CH:13][CH:12]=1.Cl.N[OH:19].C(OC)(OC)OC.[CH2:27]1COC[CH2:28]1>CO>[OH:19][N:11]=[CH:16][C:15]1[CH:28]=[CH:27][C:12]([NH:1][C:2]([NH:9][CH2:8][C:7]([O:6][CH2:4][CH3:5])=[O:10])=[O:3])=[CH:13][CH:14]=1 |f:0.1,3.4|. Procedure details: A solution of 0.1 mol of p-aminobenzaldehyde ethylene glycol acetal in 100 mL of anhydrous THF is added dropwise over 10 minutes to a solution of 0.1 mol of glycine ethyl ester isocyanate and 0.35 mol pyridine in 100 mL THF at room temperature under N2. The reaction mixture is stirred at room temperature for 2 hours. After 2 hours the solvent is removed by rotary evaporator. A solution of 0.11 mmol hydroxylamine hydrochloride and 0.1 mol trimethyl orthoformate in CH3OH is added, and the reaction... The reactants are BrC=1C=C2C(=NC1)N(C=N2)C2=CC(=CC=C2)C=2C=NC=CC2 (6-bromo-3-[3-(pyridin-3-yl)phenyl]-3H-imidazo[4,5-b]pyridine), O1C=C(C=C1)B(O)O (3-furanboronic acid), C(CCO)O (1,3-propanediol). The reagents and catalysts are C=1C=CC(=CC1)[P](C=2C=CC=CC2)(C=3C=CC=CC3)[Pd]([P](C=4C=CC=CC4)(C=5C=CC=CC5)C=6C=CC=CC6)([P](C=7C=CC=CC7)(C=8C=CC=CC8)C=9C=CC=CC9)[P](C=1C=CC=CC1)(C=1C=CC=CC1)C=1C=CC=CC1 (tetrakis(triphenylphosphine)palladium(0)). The solvent is COCCOC (1,2-dimethoxyethane), C([O-])([O-])=O.[Na+].[Na+] (sodium carbonate). Run at temperature 90 celsius. Product: O1C=C(C=C1)C=1C=C2C(=NC1)N(C=N2)C2=CC(=CC=C2)C=2C=NC=CC2 (6-(Furan-3-yl)-3-[3-(pyridin-3-yl)phenyl]-3H-imidazo[4,5-b]pyridine). Yield: 61.5%. RXN SMILES: Br[C:2]1[CH:3]=[C:4]2[N:10]=[CH:9][N:8]([C:11]3[CH:16]=[CH:15][CH:14]=[C:13]([C:17]4[CH:18]=[N:19][CH:20]=[CH:21][CH:22]=4)[CH:12]=3)[C:5]2=[N:6][CH:7]=1.[O:23]1[CH:27]=[CH:26][C:25](B(O)O)=[CH:24]1.C(O)CCO>COCCOC.C(=O)([O-])[O-].[Na+].[Na+].C1C=CC([P]([Pd]([P](C2C=CC=CC=2)(C2C=CC=CC=2)C2C=CC=CC=2)([P](C2C=CC=CC=2)(C2C=CC=CC=2)C2C=CC=CC=2)[P](C2C=CC=CC=2)(C2C=CC=CC=2)C2C=CC=CC=2)(C2C=CC=CC=2)C2C=CC=CC=2)=CC=1>[O:23]1[CH:27]=[CH:26][C:25]([C:2]2[CH:3]=[C:4]3[N:10]=[CH:9][N:8]([C:11]4[CH:16]=[CH:15][CH:14]=[C:13]([C:17]5[CH:18]=[N:19][CH:20]=[CH:21][CH:22]=5)[CH:12]=4)[C:5]3=[N:6][CH:7]=2)=[CH:24]1 |f:4.5.6,^1:51,53,72,91|. Procedure: A suspension of 6-bromo-3-[3-(pyridin-3-yl)phenyl]-3H-imidazo[4,5-b]pyridine (351 mg, 1 mmol), 3-furanboronic acid (168 mg, 1.5 mmol), tetrakis(triphenylphosphine)palladium(0) (25 mg) and 1,3-propanediol (360 μl, 5 mmol) in 1,2-dimethoxyethane (6 ml) and 2M sodium carbonate solution (3 ml) was heated at 90° C. for 16 hours. The reaction was cooled and partitioned between ethyl acetate (50 ml) and water (50 ml). The organic layer was then washed with brine, dried over anhydrous sodium sulphate, f...